From a dataset of the Open Reaction Database (ORD), a public repository of structured organic reaction records. describe an organic reaction: reactants, conditions, products, and yield Starting materials: CS(=O)(=O)Cl (methane-sulphonyl chloride), O (water), OC1=C(C(=CC(=C1)O)O)C(C1=CC=C(C=C1)F)C(=O)C(C1=CC=C(C=C1)F)C1=C(C=C(C=C1O)O)O (2,4,6-Trihydroxy-phenyl 4-fluoro-benzyl-ketone), B(F)(F)F.CCOCC (borontrifluoride etherate). Solvent: CC(=O)N(C)C (dimethylacetamide), CC(=O)N(C)C (dimethylacetamide). The product is OC1=CC(=CC2=C1C(C(=C(O2)C)C2=CC=C(C=C2)F)=O)O (5,7-dihydroxy-3-p-fluoro-phenyl-2-methyl-4-oxo-4H-benzopyran). Reaction SMILES: O[C:2]1C=C(O)C=C(O)[C:3]=1[CH:10]([C:18](C(C1C(O)=CC(O)=CC=1O)C1C=CC(F)=CC=1)=[O:19])[C:11]1[CH:16]=[CH:15][C:14]([F:17])=[CH:13][CH:12]=1.B(F)(F)F.CC[O:43][CH2:44][CH3:45].CS(Cl)(=O)=O.[OH2:51]>CC(N(C)C)=O>[OH:51][C:3]1[C:10]2[C:18](=[O:19])[C:10]([C:11]3[CH:16]=[CH:15][C:14]([F:17])=[CH:13][CH:12]=3)=[C:3]([CH3:2])[O:19][C:18]=2[CH:45]=[C:44]([OH:43])[CH:2]=1 |f:1.2|. Reported procedure: 2,4,6-Trihydroxy-phenyl 4-fluoro-benzyl-ketone (1.31 g, 5 mmole) was dissolved in dimethylacetamide (5.0 ml) and borontrifluoride etherate (2.1 g, 15 mmole) was added cautiously. This solution was then added to a solution of methane-sulphonyl chloride (1.71 g, 15 mmole) in dimethylacetamide (5 ml) and the resulting mixture was heated on the steam batch for 75 minutes. The reaction mixture was poured into cold water (75 ml) and the crystalline diacetate was collected by filtration. The product wa... As a reaction SMILES: [NH2:1][C:2]1[CH:21]=[CH:20][C:5]([O:6][C:7]2([C:14]3[CH:19]=[CH:18][CH:17]=[CH:16][CH:15]=3)[CH2:12][CH2:11][N:10]([CH3:13])[CH2:9][CH2:8]2)=[CH:4][CH:3]=1.[C:22](Cl)(=[O:27])[C:23]([CH3:26])([CH3:25])[CH3:24]>>[CH3:13][N:10]1[CH2:9][CH2:8][C:7]([C:14]2[CH:15]=[CH:16][CH:17]=[CH:18][CH:19]=2)([O:6][C:5]2[CH:20]=[CH:21][C:2]([NH:1][C:22](=[O:27])[C:23]([CH3:26])([CH3:25])[CH3:24])=[CH:3][CH:4]=2)[CH2:12][CH2:11]1. Procedure details: from 4-(4-aminophenoxy)-1-methyl-4-phenylpiperidine and pivaloyl chloride. Yields the product CN1CCC(CC1)(OC1=CC=C(C=C1)NC(C(C)(C)C)=O)C1=CC=CC=C1 (1-Methyl-4-phenyl-4-(4-pivaloylaminophenoxy)piperidine). Reactants: NC1=CC=C(OC2(CCN(CC2)C)C2=CC=CC=C2)C=C1 (4-(4-aminophenoxy)-1-methyl-4-phenylpiperidine), C(C(C)(C)C)(=O)Cl (pivaloyl chloride). Starting materials: FC(C1=NNC=C1)(F)F (3-trifluoromethyl-1H-pyrazole), [N+](=O)([O-])[O-].[NH4+].[Ce].[Ce] (dicerium ammonium nitrate), BrBr (bromine). Run in C(C)#N (acetonitrile). Product: BrC=1C(=NNC1)C(F)(F)F (4-bromo-3-trifluoromethyl-1H-pyrazole). Yield: 169.9%. As a reaction SMILES: [F:1][C:2]([F:9])([F:8])[C:3]1[CH:7]=[CH:6][NH:5][N:4]=1.[N+]([O-])([O-])=O.[NH4+].[Ce].[Ce].[Br:17]Br>C(#N)C>[Br:17][C:7]1[C:3]([C:2]([F:9])([F:8])[F:1])=[N:4][NH:5][CH:6]=1 |f:1.2.3.4|. Procedure details: An acetonitrile solution (20 ml) of 3-trifluoromethyl-1H-pyrazole (1.0 g), dicerium ammonium nitrate (2.0 g) and bromine (0.7 g) was refluxed for 2 hours. After cooling, the reaction solution was washed with saturated aqueous solution of sodium thiosulfate and saturated aqueous solution of sodium chloride. After drying the organic layer with magnesium sulfate, the solvent was distilled off under the reduced pressure to obtain 4-bromo-3-trifluoromethyl-1H-pyrazole (1.6 g). Reactants: C(C1=CC=CC=C1)C1=CC(=C(C=C1)N1CC(N(S1(=O)=O)CC[Si](C)(C)C)=O)OCC1=CC=CC=C1 (5-(4-benzyl-2-benzyloxyphenyl)-1,1-dioxo-2-(2-trimethylsilanylethyl)-1,2,5-thiadiazolidin-3-one), CCCC[N+](CCCC)(CCCC)CCCC.[F-] (TBAF). Reaction conditions: temperature 50 celsius. Yields the product C(C1=CC=CC=C1)C1=CC(=C(C=C1)N1CC(NS1(=O)=O)=O)OCC1=CC=CC=C1 (5-(4-Benzyl-2-benzyloxyphenyl)-1,1-dioxo-1,2,5-thiadiazolidin-3-one). Reaction SMILES: [CH2:1]([C:8]1[CH:13]=[CH:12][C:11]([N:14]2[S:18](=[O:20])(=[O:19])[N:17](CC[Si](C)(C)C)[C:16](=[O:27])[CH2:15]2)=[C:10]([O:28][CH2:29][C:30]2[CH:35]=[CH:34][CH:33]=[CH:32][CH:31]=2)[CH:9]=1)[C:2]1[CH:7]=[CH:6][CH:5]=[CH:4][CH:3]=1.CCCC[N+](CCCC)(CCCC)CCCC.[F-]>>[CH2:1]([C:8]1[CH:13]=[CH:12][C:11]([N:14]2[S:18](=[O:20])(=[O:19])[NH:17][C:16](=[O:27])[CH2:15]2)=[C:10]([O:28][CH2:29][C:30]2[CH:35]=[CH:34][CH:33]=[CH:32][CH:31]=2)[CH:9]=1)[C:2]1[CH:3]=[CH:4][CH:5]=[CH:6][CH:7]=1 |f:1.2|. Procedure: A mixture of 5-(4-benzyl-2-benzyloxyphenyl)-1,1-dioxo-2-(2-trimethylsilanylethyl)-1,2,5-thiadiazolidin-3-one (1.1 g, 2.16 mmol) and TBAF (1.0 M solution in THF, 4.0 mL, 4 mmol) is heated at 50° C. for 18 h. After THF is removed under reduced vacuum, KHCO3 solution (0.50 M, 10 mL) is added, followed by water (10-15 mL). The residue is allowed to coat the glassware and the water is decanted. The residue is washed with water (2×), and ether (1×). The residue is treated with 1N HCl solution and is e... Starting materials: NC=1C=CC(=NC1)OC (5-amino-2-methoxypyridine), NC=1C=CC(=NC1)OC (5-amino-2-methoxypyridine), C1(CCCCC1)=O (cyclohexanone), C1(CCCCC1)=O (cyclohexanone), C(C)(=O)O (acetic acid), C[Si](C)(C)C#N (trimethylsilyl cyanide). Run at time 15 minute. The product is CC1=CC=C(C=N1)NC1(CCCCC1)C#N (1-(6-methylpyridin-3-ylamino)cyclohexanecarbonitrile). Reaction SMILES: [NH2:1][C:2]1[CH:3]=[CH:4][C:5](OC)=[N:6][CH:7]=1.[C:10]1(=O)[CH2:15][CH2:14][CH2:13][CH2:12][CH2:11]1.C[Si]([C:21]#[N:22])(C)C.[C:23](O)(=O)C>>[CH3:23][C:5]1[N:6]=[CH:7][C:2]([NH:1][C:10]2([C:21]#[N:22])[CH2:15][CH2:14][CH2:13][CH2:12][CH2:11]2)=[CH:3][CH:4]=1. Procedure: 10 g (92.5 mmol, 1 eq.) of 6-methylpyridin-3-ylamine (starting material 1) are added to a solution of 9.6 ml (92.6 mmol, 1 eq.) of cyclohexanone (starting material 2) in 100 ml of acetic acid at 0° C. The solution is stirred for 15 minutes, and 12.4 ml (93 mmol, 1 eq.) of trimethylsilyl cyanide are added. The reaction medium is stirred for 24 hours at room temperature. It is then poured gently into ice-cold ammonium hydroxide solution and extracted with ethyl acetate. The organic phases are comb...